From a dataset of the Open Reaction Database (ORD), a public repository of structured organic reaction records. describe an organic reaction: reactants, conditions, products, and yield Starting materials: C1(=CC=CC=C1)O (phenol), [OH-].[Na+] (NaOH), C(C=C)(=O)Cl (acryloyl chloride). Solvent: CC(=O)C (acetone). Conditions: time 1 hour. Yields the product C1(=CC=CC=C1)OCC=C (allyl phenyl ether). The yield is 99.9%. As a reaction SMILES: [C:1]1([OH:7])[CH:6]=[CH:5][CH:4]=[CH:3][CH:2]=1.[OH-].[Na+].[C:10](Cl)(=O)[CH:11]=[CH2:12]>CC(C)=O>[C:1]1([O:7][CH2:12][CH:11]=[CH2:10])[CH:6]=[CH:5][CH:4]=[CH:3][CH:2]=1 |f:1.2|. Reported procedure: Into a reaction vessel equipped with a stirrer, thermometer, and reflux condenser 94 g (1.0 mol) of phenol, 40 g (1.0 mol) of NaOH, and 210 g of acetone were introduced. With stirring the contents, the internal temperature was elevated to 40° C. Subsequently, 76 g (1.0 mol) of acryloyl chloride was added dropwise thereto over 1 hour. After completion of the dropwise addition, the reaction mixture was further kept at 40° C. for 2 hours and reacted thereby. The reaction product was filtered to rem... The reactants are ClC1=CC=C2C(=CNC2=C1)C(=O)N1CCC2(CC1)OC(C1=C2C=CC=C1)=O (1′-[(6-chloro-1H-indol-3-yl)carbonyl]-3H-spiro[2-benzofuran-1,4′-piperidin]-3-one), FC=1C=C(C(=O)Cl)C=C(C1)F (3,5-difluorobenzoyl chloride). Yields the product ClC1=CC=C2C(=CN(C2=C1)C(C1=CC(=CC(=C1)F)F)=O)C(=O)N1CCC2(CC1)OC(C1=C2C=CC=C1)=O (1′-{[6-Chloro-1-(3,5-difluorobenzoyl)-1H-indol-3-yl]carbonyl}-3H-spiro[2-benzofuran-1,4′-piperidin]-3-one). Reaction SMILES: [Cl:1][C:2]1[CH:10]=[C:9]2[C:5]([C:6]([C:11]([N:13]3[CH2:18][CH2:17][C:16]4([C:22]5[CH:23]=[CH:24][CH:25]=[CH:26][C:21]=5[C:20](=[O:27])[O:19]4)[CH2:15][CH2:14]3)=[O:12])=[CH:7][NH:8]2)=[CH:4][CH:3]=1.[F:28][C:29]1[CH:30]=[C:31]([CH:35]=[C:36]([F:38])[CH:37]=1)[C:32](Cl)=[O:33]>>[Cl:1][C:2]1[CH:10]=[C:9]2[C:5]([C:6]([C:11]([N:13]3[CH2:18][CH2:17][C:16]4([C:22]5[CH:23]=[CH:24][CH:25]=[CH:26][C:21]=5[C:20](=[O:27])[O:19]4)[CH2:15][CH2:14]3)=[O:12])=[CH:7][N:8]2[C:32](=[O:33])[C:31]2[CH:30]=[C:29]([F:28])[CH:37]=[C:36]([F:38])[CH:35]=2)=[CH:4][CH:3]=1. Procedure: Following the general procedure VII as described above, the acylation of 1′-[(6-chloro-1H-indol-3-yl)carbonyl]-3H-spiro[2-benzofuran-1,4′-piperidin]-3-one (prepared according to example 16) with commercially available 3,5-difluorobenzoyl chloride gave the title compound. Reactants: C1(CC1)NC(=O)NC1=CC=C(C=C1)C=1N=C(C2=C(N1)CNCC2)N2[C@H](COCC2)C ((S)-1-cyclopropyl-3-(4-(4-(3-methylmorpholino)-5,6,7,8-tetrahydropyrido[3,4-d]pyrimidin-2-yl)phenyl)urea), COC(=O)Cl (methylchloroformate). The product is C1(CC1)NC(NC1=CC=C(C=C1)C=1N=C(C2=C(N1)CN(CC2)C(=O)OC)N2[C@H](COCC2)C)=O ((S)-methyl 2-(4-(3-cyclopropylureido)phenyl)-4-(3-methylmorpholino)-5,6-dihydropyrido[3,4-d]pyrimidine-7(8H)-carboxylate). Reaction SMILES: [CH:1]1([NH:4][C:5]([NH:7][C:8]2[CH:13]=[CH:12][C:11]([C:14]3[N:15]=[C:16]([N:24]4[CH2:29][CH2:28][O:27][CH2:26][C@@H:25]4[CH3:30])[C:17]4[CH2:23][CH2:22][NH:21][CH2:20][C:18]=4[N:19]=3)=[CH:10][CH:9]=2)=[O:6])[CH2:3][CH2:2]1.[CH3:31][O:32][C:33](Cl)=[O:34]>>[CH:1]1([NH:4][C:5](=[O:6])[NH:7][C:8]2[CH:9]=[CH:10][C:11]([C:14]3[N:15]=[C:16]([N:24]4[CH2:29][CH2:28][O:27][CH2:26][C@@H:25]4[CH3:30])[C:17]4[CH2:23][CH2:22][N:21]([C:33]([O:32][CH3:31])=[O:34])[CH2:20][C:18]=4[N:19]=3)=[CH:12][CH:13]=2)[CH2:2][CH2:3]1. Reported procedure: Method as example 34 using (S)-1-cyclopropyl-3-(4-(4-(3-methylmorpholino)-5,6,7,8-tetrahydropyrido[3,4-d]pyrimidin-2-yl)phenyl)urea (example 15) and methylchloroformate as starting materials. The reactants are CI, O=c1c2c[nH]c3ccccc3c-2nn1-c1ccc(Cl)cc1, [H-], [Na+], C1CCOC1. Product: Cn1cc2c(=O)n(-c3ccc(Cl)cc3)nc-2c2ccccc21. As a reaction SMILES: [CH3:24][I:25].[Cl:1][c:2]1[cH:3][cH:4][c:5](-[n:8]2[n:9][c:10]3[c:19]4[c:14]([nH:13][cH:12][c:11]-3[c:20]2=[O:21])[cH:15][cH:16][cH:17][cH:18]4)[cH:6][cH:7]1.[H-:22].[Na+:23].[O:26]1[CH2:27][CH2:28][CH2:29][CH2:30]1>>[Cl:1][c:2]1[cH:3][cH:4][c:5](-[n:8]2[n:9][c:10]3[c:19]4[c:14]([n:13]([CH3:24])[cH:12][c:11]-3[c:20]2=[O:21])[cH:15][cH:16][cH:17][cH:18]4)[cH:6][cH:7]1. The reactants are N, CC(c1ccc(-c2cccnc2)cc1)N1CCC(CCCO)(c2ccccc2)OC1=O. Yields the product CC(c1ccc(-c2cccnc2)cc1)N1CCC(CCC(N)=O)(c2ccccc2)OC1=O. As a reaction SMILES: [NH3:32].[OH:1][CH2:2][CH2:3][CH2:4][C:5]1([c:26]2[cH:27][cH:28][cH:29][cH:30][cH:31]2)[CH2:6][CH2:7][N:8]([CH:12]([CH3:13])[c:14]2[cH:15][cH:16][c:17](-[c:20]3[cH:21][n:22][cH:23][cH:24][cH:25]3)[cH:18][cH:19]2)[C:9](=[O:11])[O:10]1>>[O:1]=[C:2]([CH2:3][CH2:4][C:5]1([c:26]2[cH:27][cH:28][cH:29][cH:30][cH:31]2)[CH2:6][CH2:7][N:8]([CH:12]([CH3:13])[c:14]2[cH:15][cH:16][c:17](-[c:20]3[cH:21][n:22][cH:23][cH:24][cH:25]3)[cH:18][cH:19]2)[C:9](=[O:11])[O:10]1)[NH2:32]. The reactants are C12CC=3C=CC=CC3CC(CC1)C2=O (Tricyclo[8.2.1.03,8]trideca-3(8),4,6-trien-13-one), C1(=CC=CC=C1)S(=O)(=O)N (benzenesulfonamide), resin. Solvent: C1(=CC=CC=C1)C (toluene). The product is C12CC=3C=CC=CC3CC(CC1)C2=NS(=O)(=O)C2=CC=CC=C2 (N-Tricyclo[8.2.1.03,8]trideca-3(8),4.6-trien-13-ylidene-benzenesulfonamide). As a reaction SMILES: [CH:1]12[C:13](=O)[CH:10]([CH2:11][CH2:12]1)[CH2:9][C:8]1[CH:7]=[CH:6][CH:5]=[CH:4][C:3]=1[CH2:2]2.[C:15]1([S:21]([NH2:24])(=[O:23])=[O:22])[CH:20]=[CH:19][CH:18]=[CH:17][CH:16]=1>C1(C)C=CC=CC=1>[CH:1]12[C:13](=[N:24][S:21]([C:15]3[CH:20]=[CH:19][CH:18]=[CH:17][CH:16]=3)(=[O:23])=[O:22])[CH:10]([CH2:11][CH2:12]1)[CH2:9][C:8]1[CH:7]=[CH:6][CH:5]=[CH:4][C:3]=1[CH2:2]2. Reported procedure: Tricyclo[8.2.1.03,8]trideca-3(8),4,6-trien-13-one (130 mg, 0.70 mmol) and benzenesulfonamide (110 mg, 0.70 mmol) were mixed in toluene (6 mL). Amberlyst-15 ion exchange resin (35 mg) was added, and the mixture was heated at reflux under Dean Stark conditions for 36 h. The mixture was concentrated and the crude sulfonylimine was used directly in the next step. Reactants: N1(N=NN=C1)C1=CC=C(C=N1)OCC1=NN(N=C1)C1CCN(CC1)C(CC1CCN(CC1)C(=O)OC(C)(C)C)=O (tert-butyl 4-(2-(4-(-((6-(1H-tetrazol-1-yl)pyridine-3-yloxy)methyl)-2H-1,2,3-triazol-2-yl)piperidin-1-yl)-2-oxoethyl)piperidine-1-carboxylate), Cl (hydrochloric acid). Run in ClCCl (dichloromethane). Reaction conditions: time 3 hour. Product: Cl.N1(N=NN=C1)C1=CC=C(C=N1)OCC1=NN(N=C1)C1CCN(CC1)C(CC1CCNCC1)=O (1-(4-(4-((6-(1H-Tetrazol-1-yl)pyridin-3-yloxy)methyl)-2H-1,2,3-triazol-2-yl)piperidin-1-yl)-2-(piperidin-4-yl)ethanone hydrochloride). Reaction SMILES: [N:1]1([C:6]2[N:11]=[CH:10][C:9]([O:12][CH2:13][C:14]3[CH:18]=[N:17][N:16]([CH:19]4[CH2:24][CH2:23][N:22]([C:25](=[O:40])[CH2:26][CH:27]5[CH2:32][CH2:31][N:30](C(OC(C)(C)C)=O)[CH2:29][CH2:28]5)[CH2:21][CH2:20]4)[N:15]=3)=[CH:8][CH:7]=2)[CH:5]=[N:4][N:3]=[N:2]1.[ClH:41]>ClCCl>[ClH:41].[N:1]1([C:6]2[N:11]=[CH:10][C:9]([O:12][CH2:13][C:14]3[CH:18]=[N:17][N:16]([CH:19]4[CH2:20][CH2:21][N:22]([C:25](=[O:40])[CH2:26][CH:27]5[CH2:32][CH2:31][NH:30][CH2:29][CH2:28]5)[CH2:23][CH2:24]4)[N:15]=3)=[CH:8][CH:7]=2)[CH:5]=[N:4][N:3]=[N:2]1 |f:3.4|. Procedure details: To a solution of tert-butyl 4-(2-(4-(-((6-(1H-tetrazol-1-yl)pyridine-3-yloxy)methyl)-2H-1,2,3-triazol-2-yl)piperidin-1-yl)-2-oxoethyl)piperidine-1-carboxylate (110 mg, 0.20 mmol) in dichloromethane (5 mL) cooled to 0° C. was added hydrochloric acid (4M in 1,4-dioxane, 5 eq.) dropwise. After the reaction was stirred for 3 h the solvents were removed in vacuo to afford the desired HCl salt. 1H NMR (DMSO-d6): δ 10.06 (1H, s), 8.78 (1H, br), 8.40 (1H, d), 7.98 (1H, d), 7.94 (1H, s), 7.87 (1H, dd), 5... Reactants: BrC=1C=CC(=C(C1)[N+](=O)[O-])F (5-bromo-2-fluoronitrobenzene), 1a, N1CCCC2=CC=CC=C12 (1,2,3,4-tetrahydroquinoline), FC1=CC2=C(N3C4=C(C(=N2)N2CCN(CC2)C)C=CC=C4CC3)C=C1 (9-flouro-6-(4-methyl-1-piperazinyl)-1,2-dihydrobenzo[b]pyrrolo[3,2,1-jk][1,4]benzodiazepine). Product: BrC1=CC(=C(C=C1)N1CCCC2=CC=CC=C12)[N+](=O)[O-] (1-(4-bromo-2-nitrophenyl)-1,2,3,4-tetrahydroquinoline), NC1=C(C=CC(=C1)Br)N1CCCC2=CC=CC=C12 (1-(2-amino-4-bromophenyl)-1,2,3,4-tetrahydroquinoline), 10-bromo-7-(4-methyl-1-piperazinyl)-2,3-dihydro-1H-quino[18-ab)[15]benzodiazepine. Reaction SMILES: [NH:1]1[C:10]2[C:5](=[CH:6][CH:7]=[CH:8][CH:9]=2)[CH2:4][CH2:3][CH2:2]1.[Br:11][C:12]1[CH:13]=[CH:14][C:15](F)=[C:16]([N+:18]([O-:20])=[O:19])[CH:17]=1.F[C:23]1[CH:46]=[CH:45][C:26]2[N:27]3[CH2:44][CH2:43][C:42]4[C:28]3=[C:29]([CH:39]=[CH:40][CH:41]=4)[C:30](N3CCN(C)CC3)=[N:31][C:25]=2[CH:24]=1>>[Br:11][C:12]1[CH:13]=[CH:14][C:15]([N:1]2[C:10]3[C:5](=[CH:6][CH:7]=[CH:8][CH:9]=3)[CH2:4][CH2:3][CH2:2]2)=[C:16]([N+:18]([O-:20])=[O:19])[CH:17]=1.[NH2:31][C:25]1[CH:24]=[C:23]([Br:11])[CH:46]=[CH:45][C:26]=1[N:27]1[C:28]2[C:29](=[CH:39][CH:40]=[CH:41][CH:42]=2)[CH2:30][CH2:43][CH2:44]1. Procedure: Starting with 1,2,3,4-tetrahydroquinoline and 5-bromo-2-fluoronitrobenzene and following the steps of 1a to 1f of Example 2, one may obtain, in sequence, 1-(4-bromo-2-nitrophenyl)-1,2,3,4-tetrahydroquinoline, 1-(2-amino-4-bromophenyl)-1,2,3,4-tetrahydroquinoline, N-[2-{1-(5-bromophenyl)-1,2,3,4-tetrahydroquinolin-1-yl}]-4-methyl-1-piperazine carboxamide, and 10-bromo-7-(4-methyl-1-piperazinyl)-2,3-dihydro-1H-quino[18-ab)[15]benzodiazepine. The reactants are [H][H] (hydrogen), C(C)(C)(C)N (tert-butylamine), COC(C(CC(=O)O)=C1CCCCC1)=O (2-cyclohexylidenesuccinic acid 1-methyl ester), [Rh(COD)(RR)Me-BPE]OTf. Run in CO (methanol). Conditions: temperature 0 celsius. Product: COC(C(CC(=O)O)C1CCCCC1)=O (2-cyclohexylsuccinic acid monomethyl ester). Isolated yield 109.4%. Reaction SMILES: C(N)(C)(C)C.[CH3:6][O:7][C:8](=[O:20])[C:9](=[C:14]1[CH2:19][CH2:18][CH2:17][CH2:16][CH2:15]1)[CH2:10][C:11]([OH:13])=[O:12].[H][H]>CO>[CH3:6][O:7][C:8](=[O:20])[CH:9]([CH:14]1[CH2:15][CH2:16][CH2:17][CH2:18][CH2:19]1)[CH2:10][C:11]([OH:13])=[O:12]. Procedure details: The tert-butylamine salt of 2-cyclohexylidenesuccinic acid 1-methyl ester (0.91 g, 3.2 mmol) was placed in a 60 mL high pressure hydrogenation vessel and the vessel was purged with hydrogen (by pressurizing and venting three times with 10 bar of hydrogen). Methanol (9 mL, previously degassed by bubbling nitrogen for one hour at room temperature under stirring) was added through the solvent port and the vessel was then cooled to 0° C. A solution of [Rh(COD)(RR)Me-BPE]OTf (0.004 g, 0.0065 mmol, su...